The task is: describe an organic reaction: reactants, conditions, products, and yield. This data is from the Open Reaction Database (ORD), a public repository of structured organic reaction records. Reactants: O=C(OC(C)(C)C)NCCC=1C=CC=CC1C(F)(F)F. Reagents/catalysts: O1B(OC(C)(C)C1(C)C)B2OC(C)(C)C(O2)(C)C, O=S(=O)([O-])CC=1C=NC(=CC1)C2=NC=C(C=C2)C.CCCC[N+](CCCC)(CCCC)CCCC, C[OH2+].C[OH2+].C1CC=CCCC=C1.C1CC=CCCC=C1.[Ir].[Ir]. Solvent: O1CCCC1. Conditions: temperature 50 celsius, time 20 hour. Product: O=C(OC(C)(C)C)NCCC1=CC(=CC=C1C(F)(F)F)B2OC(C)(C)C(O2)(C)C, O=C(OC(C)(C)C)NCCC1=CC=C(C=C1C(F)(F)F)B2OC(C)(C)C(O2)(C)C. Yield: 9.0%. Procedure: Following general procedure F using 4c (72.3 mg, 0.25 mmol), B2pin2 (127 mg, 0.50 mmol), [Ir(COD)OMe]2 (2.5 mg, 0.00375 mmol) and 1a (3.8 mg, 0.0075 mmol) in THF (1.25 mL). Stirred in vial at 50 °C for 20 hours. Analysis of crude 1 H NMR using internal standard 1,2‐dimethoxyethane showed 8.3:1 meta:para borylation in 86% yield. The crude product was purified by silica gel chromatography (10% EtOAc in Petroleum Ether 40‐60 o C) gave the title compound (as a 8.8:1 mixture of meta:para ratio, as de... Starting materials: Cl.N1[C@H](CC2=CC=CC=C12)C(=O)O ((R)-2,3-dihydro-1H-indole-2-carboxylic acid hydrochloride), [OH-].[Na+] (sodium hydroxide), CC1=C(N=C(O1)C1=CC=CC=C1)COC1=CC=C(C=C1)S(=O)(=O)Cl (4-(5-methyl-2-phenyl-oxazol-4-ylmethoxy)-benzenesulfonyl chloride), [OH-].[Na+] (sodium hydroxide), Cl (hydrochloric acid). Run in O1CCOCC1 (dioxane), O (water). Conditions: time 8 hour. Yields the product CC1=C(N=C(O1)C1=CC=CC=C1)COC1=CC=C(C=C1)S(=O)(=O)N1[C@H](CC2=CC=CC=C12)C(=O)O ((R)-1-[4-(5-methyl-2-phenyl-oxazol-4-ylmethoxy)-benzenesulfonyl]-2,3-dihydro-1H-indole-2-carboxylic acid). The yield is 66.5%. Reaction SMILES: Cl.[NH:2]1[C:10]2[C:5](=[CH:6][CH:7]=[CH:8][CH:9]=2)[CH2:4][C@@H:3]1[C:11]([OH:13])=[O:12].[OH-].[Na+].[CH3:16][C:17]1[O:21][C:20]([C:22]2[CH:27]=[CH:26][CH:25]=[CH:24][CH:23]=2)=[N:19][C:18]=1[CH2:28][O:29][C:30]1[CH:35]=[CH:34][C:33]([S:36](Cl)(=[O:38])=[O:37])=[CH:32][CH:31]=1.Cl>O1CCOCC1.O>[CH3:16][C:17]1[O:21][C:20]([C:22]2[CH:27]=[CH:26][CH:25]=[CH:24][CH:23]=2)=[N:19][C:18]=1[CH2:28][O:29][C:30]1[CH:35]=[CH:34][C:33]([S:36]([N:2]2[C:10]3[C:5](=[CH:6][CH:7]=[CH:8][CH:9]=3)[CH2:4][C@@H:3]2[C:11]([OH:13])=[O:12])(=[O:38])=[O:37])=[CH:32][CH:31]=1 |f:0.1,2.3|. Procedure: To a solution of the title C compound, (R)-2,3-dihydro-1H-indole-2-carboxylic acid hydrochloride (0.92 g, 4.6 mmol), 1N aqueous sodium hydroxide (12.0 mL, 12 mmol) and water (25 mL) at room temperature is added dropwise a solution of 4-(5-methyl-2-phenyl-oxazol-4-ylmethoxy)-benzenesulfonyl chloride (1.65 g, 4.6 mmol) in dioxane (33 mL). Upon completion of the addition, the pH of the reaction mixture is monitored and maintained between 7–8 by slow addition of 1N aqueous sodium hydroxide over the ... Starting materials: CN1CCOCC1, CCOC(C)=O, CN(C)C=O, [Cl-], O=C(Oc1c(F)c(F)c(F)c(F)c1F)c1ccc(F)c(F)c1Nc1ccc(I)cc1F, OC1C[NH2+]OC1. Product: O=C(c1ccc(F)c(F)c1Nc1ccc(I)cc1F)N1CC(O)CO1. As a reaction SMILES: [CH3:39][N:40]1[CH2:41][CH2:42][O:43][CH2:44][CH2:45]1.[CH3:46][CH2:47][O:48][C:49](=[O:50])[CH3:51].[CH3:52][N:53]([CH3:54])[CH:55]=[O:56].[Cl-:32].[F:1][c:2]1[c:3]([O:4][C:9]([c:10]2[c:11]([NH:18][c:19]3[c:20]([F:26])[cH:21][c:22]([I:25])[cH:23][cH:24]3)[c:12]([F:17])[c:13]([F:16])[cH:14][cH:15]2)=[O:27])[c:5]([F:6])[c:7]([F:8])[c:28]([F:29])[c:30]1[F:31].[OH:33][CH:34]1[CH2:35][NH2+:36][O:37][CH2:38]1>>[C:9]([c:10]1[c:11]([NH:18][c:19]2[c:20]([F:26])[cH:21][c:22]([I:25])[cH:23][cH:24]2)[c:12]([F:17])[c:13]([F:16])[cH:14][cH:15]1)(=[O:27])[N:36]1[CH2:35][CH:34]([OH:33])[CH2:38][O:37]1. The reactants are [Si](C)(C)(C(C)(C)C)N1[C@@H](CC1=O)C(=O)O ((S)-1-(tert-butyldimethylsilyl)-4-oxoazetidine-2-carboxylic acid), [Li+].CC(C)[N-]C(C)C (LDA), CI (methyl iodide). The solvent is C1CCOC1 (THF), C1CCOC1 (THF). Run at temperature -78 celsius, time 20 minute. The product is [Si](C)(C)(C(C)(C)C)N1[C@@H]([C@H](C1=O)C)C(=O)O ((2S,3R)-1-(tert-butyldimethylsilyl)-3-methyl-4-oxoazetidine-2-carboxylic acid). RXN SMILES: [Si:1]([N:8]1[C:11](=[O:12])[CH2:10][C@H:9]1[C:13]([OH:15])=[O:14])([C:4]([CH3:7])([CH3:6])[CH3:5])([CH3:3])[CH3:2].[Li+].[CH3:17]C([N-]C(C)C)C.CI>C1COCC1>[Si:1]([N:8]1[C:11](=[O:12])[C@H:10]([CH3:17])[C@H:9]1[C:13]([OH:15])=[O:14])([C:4]([CH3:7])([CH3:6])[CH3:5])([CH3:3])[CH3:2] |f:1.2|. Procedure details: To a solution of (S)-1-(tert-butyldimethylsilyl)-4-oxoazetidine-2-carboxylic acid 4 (2.00 g, 8.73 mmol.) in THF (30 ml) at −78° C. was added LDA (19 ml, 2.0 eq.). After the solution was stirred for 20 min. at −78° C., it was warmed to 0° C. for 5 min. The solution was re-cooled to −78° C. and methyl iodide (3.10 g, 2.5 eq.) in THF (5 ml) was added. The reaction solution was warmed up to room temperature, quenched with aqueous KHSO4 solution (10%, 30 ml), extracted with ethyl acetate (3×). The co... Procedure: To a solution of 7-[3-(4-fluorophenyl)bicyclo[3.2.1]-oct-2-en-2-yl]-3,5-dihydroxyhept-6-enoic acid (1.28 g, 3.55 mmoles) in 15 ml anhydrous ether at 0°-5° C. was added dicyclohexylcarbodiimide (0.74 g, 3.55 mmoles). The mixture was stirred for 4 hours, filtered and the volatiles were removed in vacuo. Purification of the residue using silica gel and 60% hexanes in ethyl acetate as the eluent provided 0.518 g of the solid product. mp 123°-127° C. Product: FC1=CC=C(C=C1)C1=C(C2CCC(C1)C2)/C=C/[C@H]2C[C@@H](CC(O2)=O)O (trans-(E)-6-[2-[3-(4-fluorophenyl)bicyclo [3.2.1]oct-2-en-2-yl]ethenyl]-3.4.5.6-tetrahydro-4-hydroxy-2H-pyran-2-one). The reactants are FC1=CC=C(C=C1)C1=C(C2CCC(C1)C2)C=CC(CC(CC(=O)O)O)O (7-[3-(4-fluorophenyl)bicyclo[3.2.1]-oct-2-en-2-yl]-3,5-dihydroxyhept-6-enoic acid), C1(CCCCC1)N=C=NC1CCCCC1 (dicyclohexylcarbodiimide). Solvent: CCOCC (ether). Conditions: time 4 hour. Isolated yield 42.6%. RXN SMILES: [F:1][C:2]1[CH:7]=[CH:6][C:5]([C:8]2[CH2:14][CH:13]3[CH2:15][CH:10]([CH2:11][CH2:12]3)[C:9]=2[CH:16]=[CH:17][CH:18]([OH:26])[CH2:19][CH:20]([OH:25])[CH2:21][C:22](O)=[O:23])=[CH:4][CH:3]=1.C1(N=C=NC2CCCCC2)CCCCC1>CCOCC>[F:1][C:2]1[CH:7]=[CH:6][C:5]([C:8]2[CH2:14][CH:13]3[CH2:15][CH:10]([CH2:11][CH2:12]3)[C:9]=2/[CH:16]=[CH:17]/[C@@H:18]2[O:26][C:22](=[O:23])[CH2:21][C@@H:20]([OH:25])[CH2:19]2)=[CH:4][CH:3]=1. The reactants are O (water), BrC=1C(=C(C(=NC1)Cl)C1=CC(=CC=C1)C(F)(F)F)C (5-bromo-2-chloro-4-methyl-3-(3-trifluoromethyl-phenyl)-pyridine), O.NN (hydrazine hydrate), O1CCOCC1 (dioxane), O.NN (hydrazine hydrate), N,N′-carbonyldiimidazole. The solvent is C1CCOC1 (THF). Run at temperature 90 celsius, time 5 day. The product is BrC=1C(=C(C=2N(C1)C(NN2)=O)C2=CC(=CC=C2)C(F)(F)F)C (6-Bromo-7-methyl-8-(3-trifluoromethyl-phenyl)-2H-[1,2,4]triazolo[4,3-a]pyridin-3-one). RXN SMILES: [Br:1][C:2]1[C:3]([CH3:19])=[C:4]([C:9]2[CH:14]=[CH:13][CH:12]=[C:11]([C:15]([F:18])([F:17])[F:16])[CH:10]=2)[C:5](Cl)=[N:6][CH:7]=1.O.[NH2:21][NH2:22].O.[O:24]1[CH2:29]COCC1>C1COCC1>[Br:1][C:2]1[C:3]([CH3:19])=[C:4]([C:9]2[CH:14]=[CH:13][CH:12]=[C:11]([C:15]([F:18])([F:17])[F:16])[CH:10]=2)[C:5]2[N:6]([C:29](=[O:24])[NH:21][N:22]=2)[CH:7]=1 |f:1.2|. Procedure: A solution of 5-bromo-2-chloro-4-methyl-3-(3-trifluoromethyl-phenyl)-pyridine (Int. 14, 176 mg, 0.503 mmol) and hydrazine hydrate (2.5 mL, 52 mmol) in dioxane (5 mL) was heated at 90° C. for 7 hrs. A further quantity of hydrazine hydrate (2.5 mL) was added and the reaction mixture heated at 90° C. for 18 hrs and then at 100° C. for 5 days. The reaction mixture was cooled then poured into water (15 mL) and extracted with EtOAc (3×15 mL). The combined organic extracts were dried (Na2SO4), filtered...